Dataset: the Open Reaction Database (ORD), a public repository of structured organic reaction records. Task: describe an organic reaction: reactants, conditions, products, and yield RXN SMILES: [C:1](#[N:2])[C:3]1([c:16]2[n:17][cH:18][cH:19][cH:20][cH:21]2)[CH2:4][CH2:5][N:6]([C:9]([O:10][C:11]([CH3:12])([CH3:13])[CH3:14])=[O:15])[CH2:7][CH2:8]1.[Cl:29][CH2:30][Cl:31].[F:22][C:23]([F:24])([F:25])[C:26]([OH:27])=[O:28]>>[C:1](#[N:2])[C:3]1([c:16]2[n:17][cH:18][cH:19][cH:20][cH:21]2)[CH2:4][CH2:5][NH:6][CH2:7][CH2:8]1. Product: N#CC1(c2ccccn2)CCNCC1. Starting materials: CC(C)(C)OC(=O)N1CCC(C#N)(c2ccccn2)CC1, ClCCl, O=C(O)C(F)(F)F. The reactants are BrBr, ClC(Cl)(Cl)Cl, ClC(Cl)Cl, c1ncc2cc[nH]c2n1. Yields the product Brc1c[nH]c2ncncc12. Reaction SMILES: [Br:10][Br:11].[C:16]([Cl:17])([Cl:18])([Cl:19])[Cl:20].[CH:12]([Cl:13])([Cl:14])[Cl:15].[n:1]1[cH:2][n:3][cH:4][c:5]2[c:6]1[nH:7][cH:8][cH:9]2>>[n:1]1[cH:2][n:3][cH:4][c:5]2[c:6]1[nH:7][cH:8][c:9]2[Br:10]. Reactants: ClC1=CC=C(C=N1)O (6-chloropyridin-3-ol), CC(C)([O-])C.[K+] (potassium tert-butoxide), FC1=C(C(=O)OC)C=CC(=C1)F (methyl 2,4-difluorobenzoate). Run in CC1OCCC1 (2-methyltetrahydrofuran), CN(C=O)C (N,N-dimethylformamide), CC1OCCC1 (2-methyltetrahydrofuran), C(C)(=O)OCC (ethyl acetate). Run at temperature 80 celsius, time 15 minute. Yields the product ClC1=CC=C(C=N1)OC1=C(C(=O)OC)C=CC(=C1)F (methyl 2-(6-chloropyridin-3-yloxy)-4-fluorobenzoate). As a reaction SMILES: [Cl:1][C:2]1[N:7]=[CH:6][C:5]([OH:8])=[CH:4][CH:3]=1.CC(C)([O-])C.[K+].F[C:16]1[CH:25]=[C:24]([F:26])[CH:23]=[CH:22][C:17]=1[C:18]([O:20][CH3:21])=[O:19]>CC1CCCO1.CN(C)C=O.C(OCC)(=O)C>[Cl:1][C:2]1[N:7]=[CH:6][C:5]([O:8][C:16]2[CH:25]=[C:24]([F:26])[CH:23]=[CH:22][C:17]=2[C:18]([O:20][CH3:21])=[O:19])=[CH:4][CH:3]=1 |f:1.2|. Procedure: To a solution of 6-chloropyridin-3-ol (2.41 g) in 2-methyltetrahydrofuran (20 mL) and N,N-dimethylformamide (4 mL) was added potassium tert-butoxide (1.0M in tetrahydrofuran) (18.60 mL). The reaction was stirred for 15 minutes, then methyl 2,4-difluorobenzoate (3.52 g) was added as a solution in 2-methyltetrahydrofuran (2 mL). The reaction was then heated to 80° C. and stirred under a nitrogen atmosphere for 3 days. The reaction was cooled, diluted with ethyl acetate (100 mL), washed with water ... The reactants are C(C)NC1=C(C=CC(=C1)C1=COC=C1)C (N-ethyl-5-(furan-3-yl)-2-methylaniline), ClC1=CC(=C(C=C1)NC(CSCC(=O)O)=O)C(=O)OC ([(2-([4-chloro-2-(methoxycarbonyl)phenyl]amino)-2-oxoethyl)sulfanyl]acetic acid). The product is ClC=1C=CC(=C(C(=O)O)C1)NC(CSCC(=O)N(C1=C(C=CC(=C1)C1=COC=C1)C)CC)=O (5-chloro-2-(([(2-(ethyl[5-(furan-3-yl)-2-methylphenyl]amino)-2-oxoethyl)sulfanyl]acetyl)amino)benzoic acid). Reaction SMILES: [CH2:1]([NH:3][C:4]1[CH:9]=[C:8]([C:10]2[CH:14]=[CH:13][O:12][CH:11]=2)[CH:7]=[CH:6][C:5]=1[CH3:15])[CH3:2].[Cl:16][C:17]1[CH:22]=[CH:21][C:20]([NH:23][C:24](=[O:31])[CH2:25][S:26][CH2:27][C:28]([OH:30])=O)=[C:19]([C:32]([O:34]C)=[O:33])[CH:18]=1>>[Cl:16][C:17]1[CH:22]=[CH:21][C:20]([NH:23][C:24](=[O:31])[CH2:25][S:26][CH2:27][C:28]([N:3]([CH2:1][CH3:2])[C:4]2[CH:9]=[C:8]([C:10]3[CH:14]=[CH:13][O:12][CH:11]=3)[CH:7]=[CH:6][C:5]=2[CH3:15])=[O:30])=[C:19]([CH:18]=1)[C:32]([OH:34])=[O:33]. Reported procedure: Using the same method as in Example 15-(i), N-ethyl-5-(furan-3-yl)-2-methylaniline was reacted with the [(2-([4-chloro-2-(methoxycarbonyl)phenyl]amino)-2-oxoethyl)sulfanyl]acetic acid obtained in Example 12-(i) to give 5-chloro-2-(([(2-(ethyl[5-(furan-3-yl)-2-methylphenyl]amino)-2-oxoethyl)sulfanyl]acetyl)amino)benzoic acid.methyl ester (yield: 62%). The reactants are NC(C)C1=CC(=C(C(=C1)C=C)NS(=O)(=O)C)F (N-[4-(1-Aminoethyl)-2-fluoro-6-vinylphenyl]methanesulfonamide), C(C)(C)(C)C1=CC(=C(C=C1)C=CC(=O)O)NCCC(C)C (3-[4-tert-butyl-2-(3-methylbutylamino)phenyl]acrylic acid), CCOC(=O)OC(=O)OCC (DEPC), TEA. Run in CN(C)C=O (DMF). Conditions: time 12 hour. Product: C(C)(C)(C)C1=CC=C(C=C1)C=CC(=O)N[C@H](C)C1=CC(=C(C(=C1)C=C)NS(=O)(=O)C)F ((R)-3-(4-tert-Butylphenyl)-N-[1-(3-fluoro-4-methanesulfonylamino-5-vinylphenyl)ethyl]acrylamide). Yield: 11.6%. As a reaction SMILES: [NH2:1][CH:2]([C:4]1[CH:9]=[C:8]([CH:10]=[CH2:11])[C:7]([NH:12][S:13]([CH3:16])(=[O:15])=[O:14])=[C:6]([F:17])[CH:5]=1)[CH3:3].[C:18]([C:22]1[CH:27]=[CH:26][C:25]([CH:28]=[CH:29][C:30](O)=[O:31])=[C:24](NCCC(C)C)[CH:23]=1)([CH3:21])([CH3:20])[CH3:19].CCOC(OC(OCC)=O)=O>CN(C=O)C>[C:18]([C:22]1[CH:23]=[CH:24][C:25]([CH:28]=[CH:29][C:30]([NH:1][C@@H:2]([C:4]2[CH:9]=[C:8]([CH:10]=[CH2:11])[C:7]([NH:12][S:13]([CH3:16])(=[O:15])=[O:14])=[C:6]([F:17])[CH:5]=2)[CH3:3])=[O:31])=[CH:26][CH:27]=1)([CH3:21])([CH3:19])[CH3:20]. Procedure: N-[4-(1-Aminoethyl)-2-fluoro-6-vinylphenyl]methanesulfonamide (0.7 mmol, 25.3 mg), 3-[4-tert-butyl-2-(3-methylbutylamino)phenyl]acrylic acid (0.7 mmol, 15.27 mg), DEPC (0.08 mmol, 12.75 μl), and TEA (0.14 mmol, 19.51 μl) were added in DMF. The reaction mixture was stirred for 12 hrs. The reaction mixture was purified according to similar procedure of Example 21 to yield title product (36.1 mg, 100.0%). Reaction SMILES: [CH2:1]([NH:8][CH2:9][CH2:10][C:11]1[CH:16]=[CH:15][CH:14]=[CH:13][CH:12]=1)[C:2]1[CH:7]=[CH:6][CH:5]=[CH:4][CH:3]=1.[CH3:17][C:18]1([CH3:31])[S:22](=O)(=O)[C@@H:21]2[CH2:25][C:26](=[O:27])[N:20]2[C@H:19]1[C:28]([OH:30])=[O:29]>>[CH2:1]([NH:8][CH2:9][CH2:10][C:11]1[CH:16]=[CH:15][CH:14]=[CH:13][CH:12]=1)[C:2]1[CH:7]=[CH:6][CH:5]=[CH:4][CH:3]=1.[CH3:17][C:18]1([CH3:31])[S:22][C@@H:21]2[CH2:25][C:26](=[O:27])[N:20]2[C@H:19]1[C:28]([OH:30])=[O:29]. The product is C(C1=CC=CC=C1)NCCC1=CC=CC=C1 (N-benzyl-2-phenylethylamine), CC1([C@@H](N2[C@H](S1)CC2=O)C(=O)O)C (penicillanic acid), 1,1-dioxide. Reactants: CC1([C@@H](N2[C@H](S1(=O)=O)CC2=O)C(=O)O)C (penicillanic acid 1,1-dioxide), C(C1=CC=CC=C1)NCCC1=CC=CC=C1 (N-benzyl-2-phenylethylamine). Procedure details: The 1:2 N,N'-dibenzylethylenediamine salt of penicillanic acid 1,1-dioxide is the salt formed from N,N'-dibenzylethylenediamine and two molar equivalents of penicillanic acid 1,1-dioxide; the N-benzyl-2-phenylethylamine salt of penicillanic acid 1,1-dioxide is the salt formed from N-benzyl-2-phenylethylamine and one molar equivalent of penicillanic acid, 1,1-dioxide; and the dibenzylamine salt of penicillanic acid 1,1-dioxide is the salt formed from dibenzylamine and one molar equivalent of peni... Starting materials: COC(=O)CCc1ccccc1OCc1ccc(OCc2nc(-c3ccccc3)oc2C)cc1, CO, Cl, [Li+], C1CCOC1, [OH-], O, O. Yields the product Cc1oc(-c2ccccc2)nc1COc1ccc(COc2ccccc2CCC(=O)O)cc1. As a reaction SMILES: [CH3:1][c:2]1[c:3]([CH2:13][O:14][c:15]2[cH:16][cH:17][c:18]([CH2:19][O:20][c:21]3[c:22]([CH2:27][CH2:28][C:29](=[O:30])[O:31][CH3:32])[cH:23][cH:24][cH:25][cH:26]3)[cH:33][cH:34]2)[n:4][c:5](-[c:7]2[cH:8][cH:9][cH:10][cH:11][cH:12]2)[o:6]1.[CH3:44][OH:45].[ClH:43].[Li+:37].[O:38]1[CH2:39][CH2:40][CH2:41][CH2:42]1.[OH-:36].[OH2:35].[OH2:46]>>[CH3:1][c:2]1[c:3]([CH2:13][O:14][c:15]2[cH:16][cH:17][c:18]([CH2:19][O:20][c:21]3[c:22]([CH2:27][CH2:28][C:29](=[O:30])[OH:31])[cH:23][cH:24][cH:25][cH:26]3)[cH:33][cH:34]2)[n:4][c:5](-[c:7]2[cH:8][cH:9][cH:10][cH:11][cH:12]2)[o:6]1.